From a dataset of the Open Reaction Database (ORD), a public repository of structured organic reaction records. describe an organic reaction: reactants, conditions, products, and yield Reactants: FC(C(=O)O)(F)F (Trifluoroacetic acid), C(C)(C)(C)OC(CC=1C=NC(=NC1)N1N=NN=C1)=O (tert-butyl[2-(1H-tetrazol-1-yl)pyrimidin-5-yl]acetate). Solvent: ClCCl (dichloromethane). Reaction conditions: time 8 hour. The product is N1(N=NN=C1)C1=NC=C(C=N1)CC(=O)O ([2-(1H-tetrazol-1-yl)pyrimidin-5-yl]acetic acid). As a reaction SMILES: FC(F)(F)C(O)=O.C([O:12][C:13](=[O:26])[CH2:14][C:15]1[CH:16]=[N:17][C:18]([N:21]2[CH:25]=[N:24][N:23]=[N:22]2)=[N:19][CH:20]=1)(C)(C)C>ClCCl>[N:21]1([C:18]2[N:17]=[CH:16][C:15]([CH2:14][C:13]([OH:26])=[O:12])=[CH:20][N:19]=2)[CH:25]=[N:24][N:23]=[N:22]1. Reported procedure: Trifluoroacetic acid (36 mL, 467 mmol) was added slowly to a solution of tert-butyl[2-(1H-tetrazol-1-yl)pyrimidin-5-yl]acetate (9.80 g, 37.4 mmol) in dichloromethane (36 mL) at RT. The reaction mixture was stirred at RT overnight then evaporated. The residue was triturated with ether:hexane (1:1) (100 mL). The solid was triturated with acetonitrile to afford title compound: 1H NMR 600 MHz (CD3OD) 10.01 (s, 1H); 8.94 (s, 2H); 3.88 (s, 2H); LC/MS (M+Na)+ at 229, (M+1)+ at 207, and (M+1-N2)+ at 179... The reactants are BrBr (bromine), N1=CN=CC2=C1NC=C2 (7H-pyrrolo[2,3-d]pyrimidine), C(=O)(O)[O-].[Na+] (NaHCO3), [O-]S(=O)(=S)[O-].[Na+].[Na+] (Na2S2O3). The solvent is CN(C)C=O (DMF), CN(C)C=O (DMF), O (water). Conditions: time 4 hour. Yields the product BrC1=CNC=2N=CN=CC21 (5-Bromo-7H-pyrrolo[2,3-d]pyrimidine). Reaction SMILES: [Br:1]Br.[N:3]1[C:8]2[NH:9][CH:10]=[CH:11][C:7]=2[CH:6]=[N:5][CH:4]=1.[O-]S([O-])(=S)=O.[Na+].[Na+].C([O-])(O)=O.[Na+]>CN(C=O)C.O>[Br:1][C:11]1[C:7]2[CH:6]=[N:5][CH:4]=[N:3][C:8]=2[NH:9][CH:10]=1 |f:2.3.4,5.6|. Reported procedure: A solution of bromine (0.086 mL, 1.68 mmol) in DMF (5.5 mL) was added to a solution of 7H-pyrrolo[2,3-d]pyrimidine (200 mg, 1.68 mmol) in DMF (5.5 mL). The reaction mixture was stirred at RT for 4 h and poured into a mixture of ice and water containing Na2S2O3. A saturated aqueous solution of NaHCO3 was added (until basic pH), the layers were separated and the aqueous layer was extracted twice with EtOAc. The combined organic extracts were washed with brine, dried (Na2SO4), filtered and concentr...